This data is from the Open Reaction Database (ORD), a public repository of structured organic reaction records. The task is: describe an organic reaction: reactants, conditions, products, and yield Reactants: C(C)(C)(C)OC(=O)NC[C@@H]1CC[C@H](CC1)C(=O)NC([C@@H](N)CC1=CC=CC=C1)=O (N-[trans-4-(t-butoxycarbonylaminomethyl)cyclohexylcarbonyl]-L-phenylalanine amide), Cl.O1CCOCC1 (hydrogen chloride 1,4-dioxane). Reaction conditions: time 1 hour. Product: Cl.CNC([C@@H](N)CC1=CC=CC=C1)=O (L-phenylalanine methylamide hydrochloride). RXN SMILES: C(OC(NC[C@H]1CC[C@H]([C:16]([NH:18][C:19](=[O:29])[C@H:20]([CH2:22][C:23]2[CH:28]=[CH:27][CH:26]=[CH:25][CH:24]=2)[NH2:21])=O)CC1)=O)(C)(C)C.[ClH:30].O1CCOCC1>>[ClH:30].[CH3:16][NH:18][C:19](=[O:29])[C@H:20]([CH2:22][C:23]1[CH:28]=[CH:27][CH:26]=[CH:25][CH:24]=1)[NH2:21] |f:1.2,3.4|. Procedure details: To the compound (I) (2.00 g), 4N hydrogen chloride/1,4-dioxane solution (36 ml) was added, and the mixture was stirred under room temperature for one hour. The solvent was evaporated under a reduced pressure and toluene was added to the residue, followed by reevaporation to give L-phenylalanine methylamide hydrochloride quantitatively as a white powder. The reactants are NC=1C=CC(=C(C1)B1OC(C)(C)C(C)(C)O1)C (5-amino-2-methyl-phenylboronic acid pinacol ester), ClC1=NC=C(C=C1)C (2-chloro-5-methylpyridine), C1(=CC=CC=C1)C (toluene), C(=O)([O-])[O-].[Na+].[Na+] (Na2CO3). The reagents and catalysts are C=1C=CC(=CC1)[P](C=2C=CC=CC2)(C=3C=CC=CC3)[Pd]([P](C=4C=CC=CC4)(C=5C=CC=CC5)C=6C=CC=CC6)([P](C=7C=CC=CC7)(C=8C=CC=CC8)C=9C=CC=CC9)[P](C=1C=CC=CC1)(C=1C=CC=CC1)C=1C=CC=CC1 (Pd(PPh3)4). The solvent is CCO (EtOH). Conditions: temperature 90 celsius, time 18 hour. Yields the product CC1=C(C=C(N)C=C1)C1=NC=C(C=C1)C (4-Methyl-3-(5-methylpyridin-2-yl)aniline). Reaction SMILES: [NH2:1][C:2]1[CH:3]=[CH:4][C:5]([CH3:17])=[C:6](B2OC(C)(C)C(C)(C)O2)[CH:7]=1.Cl[C:19]1[CH:24]=[CH:23][C:22]([CH3:25])=[CH:21][N:20]=1.C1(C)C=CC=CC=1.C([O-])([O-])=O.[Na+].[Na+]>C1C=CC([P]([Pd]([P](C2C=CC=CC=2)(C2C=CC=CC=2)C2C=CC=CC=2)([P](C2C=CC=CC=2)(C2C=CC=CC=2)C2C=CC=CC=2)[P](C2C=CC=CC=2)(C2C=CC=CC=2)C2C=CC=CC=2)(C2C=CC=CC=2)C2C=CC=CC=2)=CC=1.CCO>[CH3:17][C:5]1[CH:4]=[CH:3][C:2]([NH2:1])=[CH:7][C:6]=1[C:19]1[CH:24]=[CH:23][C:22]([CH3:25])=[CH:21][N:20]=1 |f:3.4.5,^1:42,44,63,82|. Procedure: To a round-bottom flask containing 5-amino-2-methyl-phenylboronic acid pinacol ester (348 mg, 1.5 mmol), 2-chloro-5-methylpyridine (381 mg, 3 mmol), Pd(PPh3)4 (192 mg, 0.15 mmol) is added toluene (12 ml), EtOH (3 ml) and 2M aqueous Na2CO3 solution (3 ml). The flask is purged with argon and sealed. The mixture is stirred at 90° C. for 18 hours, cooled to room temperature and then water (20 ml) and ethyl acetate (20 ml) are added. The organic layer is separated, washed with brine, dried over MgSO4... The reactants are BrC=1C=C(C=CC1)C1(S(N=C(OC1(C)C)N[C@@H](CCO[Si](C)(C)C(C)(C)C)C1=C(C=CC=C1)F)(=O)=O)C ([5-(3-bromophenyl)-5,6,6-trimethyl-4,4-dioxo-5,6-dihydro-4H-4lambda6-1,4,3-oxathiazin-2-yl]-[(S)-3-(tert-butyldimethylsilanyloxy)-1-(2-fluorophenyl)propyl]amine), Cl (hydrochloric acid). The solvent is CO (methanol). Run at time 2.5 hour. The product is BrC=1C=C(C=CC1)C1(S(N=C(OC1(C)C)N[C@@H](CCO)C1=C(C=CC=C1)F)(=O)=O)C ((S)-3-[5-(3-Bromophenyl)-5,6,6-trimethyl-4,4-dioxo-5,6-dihydro-4H-4lambda6-[1,4,3]oxathiazin-2-ylamino]-3-(2-fluorophenyl)propan-1-ol). Isolated yield 62.7%. Reaction SMILES: [Br:1][C:2]1[CH:3]=[C:4]([C:8]2([CH3:37])[C:13]([CH3:15])([CH3:14])[O:12][C:11]([NH:16][C@H:17]([C:28]3[CH:33]=[CH:32][CH:31]=[CH:30][C:29]=3[F:34])[CH2:18][CH2:19][O:20][Si](C(C)(C)C)(C)C)=[N:10][S:9]2(=[O:36])=[O:35])[CH:5]=[CH:6][CH:7]=1.Cl>CO>[Br:1][C:2]1[CH:3]=[C:4]([C:8]2([CH3:37])[C:13]([CH3:15])([CH3:14])[O:12][C:11]([NH:16][C@H:17]([C:28]3[CH:33]=[CH:32][CH:31]=[CH:30][C:29]=3[F:34])[CH2:18][CH2:19][OH:20])=[N:10][S:9]2(=[O:36])=[O:35])[CH:5]=[CH:6][CH:7]=1. Procedure details: To detach the protecting group, 20 mg of [5-(3-bromophenyl)-5,6,6-trimethyl-4,4-dioxo-5,6-dihydro-4H-4lambda6-1,4,3-oxathiazin-2-yl]-[(S)-3-(tert-butyldimethylsilanyloxy)-1-(2-fluorophenyl)propyl]amine were dissolved in 1 ml of methanol and, after addition of 0.05 ml of concentrated hydrochloric acid, the mixture was stirred at room temperature for 2.5 hours. The reaction solution was concentrated by rotary evaporation and the residue purified in a purification laboratory by means of preparative... Starting materials: Grignard reagent, [Mg] (Magnesium), C(C1=CC=CC=C1)OC1=CC=C(C=C1)Br (4-benzyloxybromobenzene), C1COC2(CCC(CC2)=O)O1 (1,4-Cyclohexanedione monoethylene ketal), [NH4+].[Cl-] (NH4Cl). Solvent: C1CCOC1 (THF), C1CCOC1 (THF). Product: C(C1=CC=CC=C1)OC1=CC=C(C=C1)C1(CCC2(OCCO2)CC1)O (8-(4-benzyloxy-phenyl)-1,4-dioxa-spiro[4.5]decan-8-ol). Isolated yield 80.3%. RXN SMILES: [Mg].[CH2:2]([O:9][C:10]1[CH:15]=[CH:14][C:13](Br)=[CH:12][CH:11]=1)[C:3]1[CH:8]=[CH:7][CH:6]=[CH:5][CH:4]=1.[CH2:17]1[O:27][C:20]2([CH2:25][CH2:24][C:23](=[O:26])[CH2:22][CH2:21]2)[O:19][CH2:18]1.[NH4+].[Cl-]>C1COCC1>[CH2:2]([O:9][C:10]1[CH:15]=[CH:14][C:13]([C:23]2([OH:26])[CH2:24][CH2:25][C:20]3([O:27][CH2:17][CH2:18][O:19]3)[CH2:21][CH2:22]2)=[CH:12][CH:11]=1)[C:3]1[CH:8]=[CH:7][CH:6]=[CH:5][CH:4]=1 |f:3.4|. Reported procedure: To a solution of the Grignard reagent prepared from Magnesium turnings (2.33 g, 96 mmol) and 4-benzyloxybromobenzene (25 g, 95 mmol) in THF (150 ml), 1,4-Cyclohexanedione monoethylene ketal (10 g, 64 mmol) in THF (150 ml) was added. After completeion of the reaction, the solution was added to 200 ml of aq. NH4Cl and extracted with CH2Cl2. Drying and evaporation of the organic layer gave a residue which was crystallised from AcOEt-hexane to give 8-(4-benzyloxy-phenyl)-1,4-dioxa-spiro[4.5]decan-8-...